Dataset: the Open Reaction Database (ORD), a public repository of structured organic reaction records. Task: describe an organic reaction: reactants, conditions, products, and yield Reactants: ester, C(C)OP(=O)(N[C@@H](CC1=CC=CC=C1)C(=O)N[C@@H](CC(C)C)C(=O)OCC1=CC=CC=C1)CC1=CC=CC=C1 (N-[N-[Ethoxy(phenylmethyl)phosphinyl]-L-phenylalanyl]-L-leucine, phenylmethyl ester). The reagents and catalysts are [C].[Pd] (palladium-carbon). Run in CO (methanol). Conditions: time 1.5 hour. Yields the product C(C)OP(=O)(N[C@@H](CC1=CC=CC=C1)C(=O)N[C@@H](CC(C)C)C(=O)O)CC1=CC=CC=C1 (N-[N-[ethoxy(phenylmethyl)phosphinyl]-L-phenylalanyl]-L-leucine). RXN SMILES: [CH2:1]([O:3][P:4]([CH2:33][C:34]1[CH:39]=[CH:38][CH:37]=[CH:36][CH:35]=1)([NH:6][C@H:7]([C:15]([NH:17][C@H:18]([C:23]([O:25]CC1C=CC=CC=1)=[O:24])[CH2:19][CH:20]([CH3:22])[CH3:21])=[O:16])[CH2:8][C:9]1[CH:14]=[CH:13][CH:12]=[CH:11][CH:10]=1)=[O:5])[CH3:2]>CO.[C].[Pd]>[CH2:1]([O:3][P:4]([CH2:33][C:34]1[CH:35]=[CH:36][CH:37]=[CH:38][CH:39]=1)([NH:6][C@H:7]([C:15]([NH:17][C@H:18]([C:23]([OH:25])=[O:24])[CH2:19][CH:20]([CH3:22])[CH3:21])=[O:16])[CH2:8][C:9]1[CH:14]=[CH:13][CH:12]=[CH:11][CH:10]=1)=[O:5])[CH3:2] |f:2.3|. Procedure: A solution of the ester product from part (b) in methanol is treated with 10% palladium-carbon catalyst and hydrogenated in a Parr apparatus at an initial pressure of 45 psi. for 1.5 hours. The mixture is filtered through Celite and evaporated to dryness to give N-[N-[ethoxy(phenylmethyl)phosphinyl]-L-phenylalanyl]-L-leucine.